This data is from the Open Reaction Database (ORD), a public repository of structured organic reaction records. The task is: describe an organic reaction: reactants, conditions, products, and yield The reactants are FC1=CC=C(C=C1)OC(N(C)[C@H]1CN(C[C@@H]1C1=CC(=C(C=C1)Cl)Cl)C(=O)C1CCNCC1)=O (rac-[(3R,4S)-4-(3,4-dichloro-phenyl)-1-(piperidine-4-carbonyl)-pyrrolidin-3-yl]-methyl-carbamic acid 4-fluoro-phenyl ester), COCC(=O)Cl (methoxyacetyl chloride). Product: FC1=CC=C(C=C1)OC(N(C)[C@H]1CN(C[C@@H]1C1=CC(=C(C=C1)Cl)Cl)C(=O)C1CCN(CC1)C(COC)=O)=O (rac-{(3R,4S)-4-(3,4-dichloro-phenyl)-1-[1-(2-methoxy-acetyl)-piperidine-4-carbonyl]-pyrrolidin-3-yl}-methyl-carbamic acid 4-fluoro-phenyl ester). Reaction SMILES: [F:1][C:2]1[CH:7]=[CH:6][C:5]([O:8][C:9](=[O:33])[N:10]([C@@H:12]2[C@@H:16]([C:17]3[CH:22]=[CH:21][C:20]([Cl:23])=[C:19]([Cl:24])[CH:18]=3)[CH2:15][N:14]([C:25]([CH:27]3[CH2:32][CH2:31][NH:30][CH2:29][CH2:28]3)=[O:26])[CH2:13]2)[CH3:11])=[CH:4][CH:3]=1.[CH3:34][O:35][CH2:36][C:37](Cl)=[O:38]>>[F:1][C:2]1[CH:7]=[CH:6][C:5]([O:8][C:9](=[O:33])[N:10]([C@@H:12]2[C@@H:16]([C:17]3[CH:22]=[CH:21][C:20]([Cl:23])=[C:19]([Cl:24])[CH:18]=3)[CH2:15][N:14]([C:25]([CH:27]3[CH2:32][CH2:31][N:30]([C:37](=[O:38])[CH2:36][O:35][CH3:34])[CH2:29][CH2:28]3)=[O:26])[CH2:13]2)[CH3:11])=[CH:4][CH:3]=1. Reported procedure: In analogy to the procedure described for the synthesis of example 73, the title compound rac-{(3R,4S)-4-(3,4-dichloro-phenyl)-1-[1-(2-methoxy-acetyl)-piperidine-4-carbonyl]-pyrrolidin-3-yl}-methyl-carbamic acid 4-fluoro-phenyl ester was prepared from rac-[(3R,4S)-4-(3,4-dichloro-phenyl)-1-(piperidine-4-carbonyl)-pyrrolidin-3-yl]-methyl-carbamic acid 4-fluoro-phenyl ester using methoxyacetyl chloride instead of propionyl chloride and was obtained as a white foam. MS m/e: 566.3 [M]+. Reactants: SC1=NC=NC2=CC=CC=C12 (4-mercaptoquinazoline), BrCC=1SC=CC1 (2-bromomethylthiophene). The product is S1C(=CC=C1)CSC1=NC=NC2=CC=CC=C12 (4-(2-Thienylmethylthio)-quinazoline). The yield is 22.9%. As a reaction SMILES: [SH:1][C:2]1[C:11]2[C:6](=[CH:7][CH:8]=[CH:9][CH:10]=2)[N:5]=[CH:4][N:3]=1.Br[CH2:13][C:14]1[S:15][CH:16]=[CH:17][CH:18]=1>>[S:15]1[CH:16]=[CH:17][CH:18]=[C:14]1[CH2:13][S:1][C:2]1[C:11]2[C:6](=[CH:7][CH:8]=[CH:9][CH:10]=2)[N:5]=[CH:4][N:3]=1. Procedure: The title compound(1.82 g) was prepared from 4-mercaptoquinazoline(5.0 g) and 2-bromomethylthiophene(8.15 g). The reactants are [Li]C(C)(C)C, C1CCOC1, COc1ccc2ccccc2c1C(=O)O, Cl, O. Product: CC(C)(C)c1ccc2ccccc2c1C(=O)O. Reaction SMILES: [C:1]([CH3:2])([CH3:3])([CH3:4])[Li:5].[CH2:23]1[O:24][CH2:25][CH2:26][CH2:27]1.[CH3:6][O:7][c:8]1[c:9]([C:18](=[O:19])[OH:20])[c:10]2[cH:11][cH:12][cH:13][cH:14][c:15]2[cH:16][cH:17]1.[ClH:22].[OH2:21]>>[C:1]([CH3:2])([CH3:3])([CH3:4])[c:8]1[c:9]([C:18](=[O:19])[OH:20])[c:10]2[cH:11][cH:12][cH:13][cH:14][c:15]2[cH:16][cH:17]1. The reactants are CC(C(C)=O)C (3-methyl-2-butanone), FC(SCl)(F)F (trifluoromethanesulfenyl chloride). The product is FC(SC(C(C)=O)(C)C)(F)F (3-trifluoromethylthio-3-methyl-2-butanone), FC(SCC(C(C)C)=O)(F)F (1-trifluoromethylthio-3-methyl-2-butanone). RXN SMILES: [CH3:1][CH:2]([CH3:6])[C:3](=[O:5])[CH3:4].[F:7][C:8]([F:12])([F:11])[S:9]Cl>>[F:7][C:8]([F:12])([F:11])[S:9][C:2]([CH3:6])([CH3:1])[C:3](=[O:5])[CH3:4].[F:7][C:8]([F:12])([F:11])[S:9][CH2:4][C:3](=[O:5])[CH:2]([CH3:6])[CH3:1]. Procedure details: Using the method described in Example 3, 3-methyl-2-butanone was reacted with trifluoromethanesulfenyl chloride to provide a reaction product which was distilled. The product had a boiling point of 51° to 84°C/48 mm. Vapor phase chromatography of this distillate showed two products to be present in major quantities. Fractional distillation of this product provided 3-trifluoromethylthio-3-methyl-2-butanone, b.p. 68°C/54 mm Hg and 1-trifluoromethylthio-3-methyl-2-butanone, b.p. 84°C/54 mm Hg. The ...